This data is from the Open Reaction Database (ORD), a public repository of structured organic reaction records. The task is: describe an organic reaction: reactants, conditions, products, and yield Starting materials: C1=C(C=CC2=CC=CC=C12)O (2-naphthol), C(C)(C)(C)OC(=O)N1CCC(CC1)O (4-hydroxypiperidine-1-carboxylic acid tert-butyl ester), C1(=CC=CC=C1)P(C1=CC=CC=C1)C1=CC=CC=C1 (triphenylphosphine), N(=NC(=O)OCC)C(=O)OCC (diethyl azodicarboxylate). The solvent is O1CCCC1 (tetrahydrofuran). Reaction conditions: time 16 hour. Product: C(C)(C)(C)OC(=O)N1CCC(CC1)OC1=CC2=CC=CC=C2C=C1 (4-(Naphthalen-2-yloxy)piperidine-1-carboxylic Acid tert-Butyl Ester). Yield: 52.2%. Reaction SMILES: [CH:1]1[C:10]2[C:5](=[CH:6][CH:7]=[CH:8][CH:9]=2)[CH:4]=[CH:3][C:2]=1[OH:11].[C:12]([O:16][C:17]([N:19]1[CH2:24][CH2:23][CH:22](O)[CH2:21][CH2:20]1)=[O:18])([CH3:15])([CH3:14])[CH3:13].C1(P(C2C=CC=CC=2)C2C=CC=CC=2)C=CC=CC=1.N(C(OCC)=O)=NC(OCC)=O>O1CCCC1>[C:12]([O:16][C:17]([N:19]1[CH2:24][CH2:23][CH:22]([O:11][C:2]2[CH:3]=[CH:4][C:5]3[C:10](=[CH:9][CH:8]=[CH:7][CH:6]=3)[CH:1]=2)[CH2:21][CH2:20]1)=[O:18])([CH3:15])([CH3:13])[CH3:14]. Procedure details: To a stirred solution of 2-naphthol (2.9 g) and 4-hydroxypiperidine-1-carboxylic acid tert-butyl ester (4 g) in tetrahydrofuran (30 ml) at 0° C. was added triphenylphosphine (5.2 g) and diethyl azodicarboxylate (3.2 ml). The reaction was allowed to warm to room temperature and stirred for 16 h. The solvent was removed in vacuo and the slurry taken up in EtOAc (30 ml) and washed with aqueous sodium hydroxide (1M, 2×30 ml), water (30 ml) and brine (30 ml). The organic extract was diluted with hexa... Starting materials: CCC(CC)(c1ccc(OCC(=O)C(C)(C)C)c(C)c1)c1ccc(-c2ccc(CC(=O)OC)cc2)c(C)c1, CO, Cl, [Na+], C1CCOC1, [OH-]. Product: CCC(CC)(c1ccc(OCC(=O)C(C)(C)C)c(C)c1)c1ccc(-c2ccc(CC(=O)O)cc2)c(C)c1. Reaction SMILES: [CH3:3][O:4][C:5]([CH2:6][c:7]1[cH:8][cH:9][c:10](-[c:13]2[c:14]([CH3:39])[cH:15][c:16]([C:19]([CH2:20][CH3:21])([CH2:22][CH3:23])[c:24]3[cH:25][c:26]([CH3:38])[c:27]([O:30][CH2:31][C:32]([C:33]([CH3:34])([CH3:35])[CH3:36])=[O:37])[cH:28][cH:29]3)[cH:17][cH:18]2)[cH:11][cH:12]1)=[O:40].[CH3:47][OH:48].[ClH:41].[Na+:2].[O:42]1[CH2:43][CH2:44][CH2:45][CH2:46]1.[OH-:1]>>[O:4]=[C:5]([CH2:6][c:7]1[cH:8][cH:9][c:10](-[c:13]2[c:14]([CH3:39])[cH:15][c:16]([C:19]([CH2:20][CH3:21])([CH2:22][CH3:23])[c:24]3[cH:25][c:26]([CH3:38])[c:27]([O:30][CH2:31][C:32]([C:33]([CH3:34])([CH3:35])[CH3:36])=[O:37])[cH:28][cH:29]3)[cH:17][cH:18]2)[cH:11][cH:12]1)[OH:40]. Starting materials: O.NN (hydrazine hydrate), [N+](=O)([O-])C=1C=C(C2=C(C=CO2)C1)CN1CCN(CC1)C(=O)OC(C)(C)C (tert-Butyl 4-[(5-nitro-1-benzofuran-7-yl)methyl]piperazine-1-carboxylate), O.NN (hydrazine hydrate). Reagents/catalysts: [Ni] (Raney nickel), [Ni] (Raney nickel). The solvent is C(C)O.C1CCOC1 (ethanol THF). Conditions: time 1 hour. Product: C(C)(C)(C)OC(=O)N1CCN(CC1)CC1=CC(=CC=2C=COC21)N (4-(5-Amino-benzofuran-7-ylmethyl)-piperazine-1-carboxylic acid tert-butyl ester). Yield: 105.6%. RXN SMILES: O.NN.[N+:4]([C:7]1[CH:8]=[C:9]([CH2:16][N:17]2[CH2:22][CH2:21][N:20]([C:23]([O:25][C:26]([CH3:29])([CH3:28])[CH3:27])=[O:24])[CH2:19][CH2:18]2)[C:10]2[O:14][CH:13]=[CH:12][C:11]=2[CH:15]=1)([O-])=O>[Ni].C(O)C.C1COCC1>[C:26]([O:25][C:23]([N:20]1[CH2:19][CH2:18][N:17]([CH2:16][C:9]2[C:10]3[O:14][CH:13]=[CH:12][C:11]=3[CH:15]=[C:7]([NH2:4])[CH:8]=2)[CH2:22][CH2:21]1)=[O:24])([CH3:29])([CH3:27])[CH3:28] |f:0.1,4.5|. Procedure: Raney nickel (slurry in ethanol) and hydrazine hydrate (66 μL, 1.36 mmol) were added to tert-butyl 4-[(5-nitro-1-benzofuran-7-yl)methyl]piperazine-1-carboxylate (123 mg, 0.34 mmol; obtained in Step 1) in ethanol:THF (4:1; 10 mL). The mixture was stirred at room temperature for 1 h. Unreacted starting material was still present and additional Raney nickel and hydrazine hydrate (33 μL, 0.68 mmol) were added with continuos stirring for 1 h. The mixture was filtered through a pad of Celite, which wa... Reactants: C(C1=CC=CC=C1)(=O)NCCCN (3-Benzoylaminopropylamine), CI (methyl iodide), C(=S)=S (carbon disulphide). Yields the product I.CSC(NCCCNC(C1=CC=CC=C1)=O)=S (S-methyl-N-(3-benzoylaminopropyl)dithiocarbamate hydriodide). As a reaction SMILES: [C:1]([NH:9][CH2:10][CH2:11][CH2:12][NH2:13])(=[O:8])[C:2]1[CH:7]=[CH:6][CH:5]=[CH:4][CH:3]=1.[CH3:14][I:15].[C:16](=[S:18])=[S:17]>>[IH:15].[CH3:14][S:17][C:16](=[S:18])[NH:13][CH2:12][CH2:11][CH2:10][NH:9][C:1](=[O:8])[C:2]1[CH:7]=[CH:6][CH:5]=[CH:4][CH:3]=1 |f:3.4|. Reported procedure: (i) 3-Benzoylaminopropylamine was treated successively with carbon disulphide and methyl iodide according to the general procedure of Example 1(a)(b) to give S-methyl-N-(3-benzoylaminopropyl)dithiocarbamate hydriodide Reactants: [H-].C(C(C)C)[Al+]CC(C)C (diisobutylaluminium hydride), C#CCCCCCC (1-octyne), C(=O)C1=NC2=CC=C(C=C2C(=C1C)OC(C)=O)F (2-formyl-3-methyl-4-acetoxy-6-fluoroquinoline), O (water). The solvent is CCCCCC (n-hexane), CCCCCC (n-hexane), O1CCCC1 (tetrahydrofuran). Reaction conditions: temperature 50 celsius, time 2 hour. The product is OC(\C=C\CCCCCC)C1=NC2=CC=C(C=C2C(=C1C)OC(C)=O)F (2-(trans-1-hydroxy-2-nonenyl)-3-methyl-4-acetoxy-6-fluoroquinoline). The yield is 57.5%. As a reaction SMILES: [H-].C([Al+]CC(C)C)C(C)C.[CH:11]#[C:12][CH2:13][CH2:14][CH2:15][CH2:16][CH2:17][CH3:18].[CH:19]([C:21]1[C:30]([CH3:31])=[C:29]([O:32][C:33](=[O:35])[CH3:34])[C:28]2[C:23](=[CH:24][CH:25]=[C:26]([F:36])[CH:27]=2)[N:22]=1)=[O:20].O>CCCCCC.O1CCCC1>[OH:20][CH:19]([C:21]1[C:30]([CH3:31])=[C:29]([O:32][C:33](=[O:35])[CH3:34])[C:28]2[C:23](=[CH:24][CH:25]=[C:26]([F:36])[CH:27]=2)[N:22]=1)/[CH:11]=[CH:12]/[CH2:13][CH2:14][CH2:15][CH2:16][CH2:17][CH3:18] |f:0.1|. Reported procedure: 10.8 ml of an n-hexane solution of 10.8 mmols of diisobutylaluminium hydride was added to a solution of 1.31 g (11.9 mmols) of 1-octyne in 20 ml of n-hexane in an atmosphere of nitrogen and stirred at 50° C. for 2 hours. The reaction solution was cooled to -78° C., to which a solution of 2.22 ml (9.00 mmols) of 2-formyl-3-methyl-4-acetoxy-6-fluoroquinoline in 30 ml of tetrahydrofuran was added. The reaction temperature was raised from -78° C. to room temperature and the reaction solution was sti... Starting materials: [Br-], C[SiH](C)Oc1c(C=O)ccc(C(C)(C)C)c1C12CC3CC(CC(C3)C1)C2, C1CCOC1, c1ccc([P+](CCC2OCCCO2)(c2ccccc2)c2ccccc2)cc1, O. Product: C[SiH](C)Oc1c(C=CCC2OCCCO2)ccc(C(C)(C)C)c1C12CC3CC(CC(C3)C1)C2. As a reaction SMILES: [Br-:1].[C:29]12([c:39]3[c:40]([O:51][SiH:52]([CH3:53])[CH3:54])[c:41]([CH:42]=[O:43])[cH:44][cH:45][c:46]3[C:47]([CH3:48])([CH3:49])[CH3:50])[CH2:30][CH:31]3[CH2:32][CH:33]([CH2:34][CH:35]([CH2:36]1)[CH2:37]3)[CH2:38]2.[CH2:56]1[O:57][CH2:58][CH2:59][CH2:60]1.[O:2]1[CH:3]([CH2:8][CH2:9][P+:10]([c:11]2[cH:12][cH:13][cH:14][cH:15][cH:16]2)([c:17]2[cH:18][cH:19][cH:20][cH:21][cH:22]2)[c:23]2[cH:24][cH:25][cH:26][cH:27][cH:28]2)[O:4][CH2:5][CH2:6][CH2:7]1.[OH2:55]>>[O:2]1[CH:3]([CH2:8][CH:9]=[CH:42][c:41]2[c:40]([O:51][SiH:52]([CH3:53])[CH3:54])[c:39]([C:29]34[CH2:30][CH:31]5[CH2:32][CH:33]([CH2:34][CH:35]([CH2:36]3)[CH2:37]5)[CH2:38]4)[c:46]([C:47]([CH3:48])([CH3:49])[CH3:50])[cH:45][cH:44]2)[O:4][CH2:5][CH2:6][CH2:7]1. The reactants are C(C)(C)(C)C1=NC=CC(=C1N)N1CC(CCC1)O[Si](C)(C)C(C)(C)C (tert-butyl (+/−)-4-(3-(tert-butyldimethylsilyloxy)piperidin-1-yl)pyridin-3-amine), NC=1C(=NC(=CC1)Br)C(=O)O (3-amino-6-bromopicolinic acid). Yields the product NC=1C(=NC(=CC1)Br)C(=O)NC=1C=NC=CC1N1CC(CCC1)O[Si](C)(C)C(C)(C)C (3-amino-6-bromo-N-(4-(3-(tert-butyldimethylsilyloxy)piperidin-1-yl)pyridin-3-yl)picolinamide). Reaction SMILES: C([C:5]1[C:10]([NH2:11])=[C:9]([N:12]2[CH2:17][CH2:16][CH2:15][CH:14]([O:18][Si:19]([C:22]([CH3:25])([CH3:24])[CH3:23])([CH3:21])[CH3:20])[CH2:13]2)[CH:8]=[CH:7][N:6]=1)(C)(C)C.[NH2:26][C:27]1[C:28]([C:34](O)=[O:35])=[N:29][C:30]([Br:33])=[CH:31][CH:32]=1>>[NH2:26][C:27]1[C:28]([C:34]([NH:11][C:10]2[CH:5]=[N:6][CH:7]=[CH:8][C:9]=2[N:12]2[CH2:17][CH2:16][CH2:15][CH:14]([O:18][Si:19]([C:22]([CH3:23])([CH3:24])[CH3:25])([CH3:21])[CH3:20])[CH2:13]2)=[O:35])=[N:29][C:30]([Br:33])=[CH:31][CH:32]=1. Procedure: Following Method 11 of Example 305, tert-butyl (+/−)-4-(3-(tert-butyldimethylsilyloxy)piperidin-1-yl)pyridin-3-amine was coupled to 3-amino-6-bromopicolinic acid yielding 3-amino-6-bromo-N-(4-(3-(tert-butyldimethylsilyloxy)piperidin-1-yl)pyridin-3-yl)picolinamide. LCMS (m/z): 506.2 (MH+); LC Rt=4.03 min. Reactants: COC1=CC2=C(SC(=C2)C(=O)N)C=C1OC (5,6-Dimethoxy-benzo[b]thiophene-2-carboxamide), FC(C(=O)OC(C(F)(F)F)=O)(F)F (trifluoro acetic anhydride). The solvent is O (water), O (water), N1=CC=CC=C1 (pyridine). Reaction conditions: temperature 0 celsius, time 30 minute. The product is COC1=CC2=C(SC(=C2)C#N)C=C1OC (5,6-dimethoxy-benzo[b]thiophene-2-carbonitrile). Isolated yield 78.2%. RXN SMILES: [CH3:1][O:2][C:3]1[C:14]([O:15][CH3:16])=[CH:13][C:6]2[S:7][C:8]([C:10]([NH2:12])=O)=[CH:9][C:5]=2[CH:4]=1.FC(F)(F)C(OC(=O)C(F)(F)F)=O>N1C=CC=CC=1.O>[CH3:1][O:2][C:3]1[C:14]([O:15][CH3:16])=[CH:13][C:6]2[S:7][C:8]([C:10]#[N:12])=[CH:9][C:5]=2[CH:4]=1. Procedure: 5,6-Dimethoxy-benzo[b]thiophene-2-carboxamide (65 g) was suspended in pyridine (325 ml). The solution was cooled to 0° C. and treated dropwise with trifluoro acetic anhydride (185 ml) whilst maintaining the internal reaction temperature below 10° C. The mixture was then stirred at room temperature for 30 min. then cooled and treated dropwise with water (170 ml) whilst maintaining the internal temperature below 30° C. The reaction mixture was diluted with more water (800 ml), stirred and the brow...